Dataset: the Open Reaction Database (ORD), a public repository of structured organic reaction records. Task: describe an organic reaction: reactants, conditions, products, and yield Reactants: COC(=O)c1cccc(Br)n1, C1CCOC1, CC(C)[N-]C(C)C, [Li+], c1cncc(Cc2cccnc2)c1. Yields the product O=C(c1cccc(Br)n1)C(c1cccnc1)c1cccnc1. As a reaction SMILES: [Br:22][c:23]1[n:24][c:25]([C:29](=[O:30])[O:31][CH3:32])[cH:26][cH:27][cH:28]1.[CH2:33]1[O:34][CH2:35][CH2:36][CH2:37]1.[CH3:15][CH:16]([N-:17][CH:18]([CH3:19])[CH3:20])[CH3:21].[Li+:14].[n:1]1[cH:2][c:3]([CH2:7][c:8]2[cH:9][n:10][cH:11][cH:12][cH:13]2)[cH:4][cH:5][cH:6]1>>[n:1]1[cH:2][c:3]([CH:7]([c:8]2[cH:9][n:10][cH:11][cH:12][cH:13]2)[C:29]([c:25]2[n:24][c:23]([Br:22])[cH:28][cH:27][cH:26]2)=[O:30])[cH:4][cH:5][cH:6]1. Starting materials: C(C1=CC=CC=C1)#N (benzonitrile), solution, C(CCC)[Li] (n-butyllithium), OS(=O)(=O)O (H2SO4), C(C)(C)OB(OC(C)C)OC(C)C (triisopropoxyborane), [Li]N1C(CCCC1(C)C)(C)C (lithium 2,2,6,6-tetramethylpiperidide), CC1(NC(CCC1)(C)C)C (2,2,6,6-tetramethylpiperidine). Solvent: CCCCCC (hexane), C(C)(=O)OCC (ethyl acetate), C1CCOC1 (THF). Conditions: temperature -78 celsius, time 2 hour. Yields the product C(#N)C1=C(C=CC=C1)B(O)O (2-cyanophenylboronic acid). Isolated yield 31.7%. RXN SMILES: CC1(C)CCCC(C)(C)N1.C([Li])CCC.[Li]N1C(C)(C)CCCC1(C)C.C([O:30][B:31](OC(C)C)[O:32]C(C)C)(C)C.[C:40](#[N:47])[C:41]1[CH:46]=[CH:45][CH:44]=[CH:43][CH:42]=1.OS(O)(=O)=O>C1COCC1.CCCCCC.C(OCC)(=O)C>[C:40]([C:41]1[CH:46]=[CH:45][CH:44]=[CH:43][C:42]=1[B:31]([OH:32])[OH:30])#[N:47]. Procedure: In a 300 ml nitrogen-substituted flask, 21.6 g (0.153 mol) of 2,2,6,6-tetramethylpiperidine was dissolved in 130 ml of THF. Then, to the resulting solution, 96 ml (0.153 mol) of a 15% solution of n-butyllithium in hexane was added dropwise at −10° C. to prepare lithium 2,2,6,6-tetramethylpiperidide. This solution was cooled to −78° C., and then 67 ml (0.291 mol) of triisopropoxyborane was added dropwise thereto. Next, 15 g (0.146 mol) of benzonitrile was added dropwise, and then the resulting so... The product is Cc1c(Cl)cc(C(C)(C)C)c(O)c1C(=O)Oc1ccccc1. Reactants: Cc1c(Cl)cc(C(C)(C)C)c(O)c1C(=O)O, Oc1ccccc1. As a reaction SMILES: [Cl:1][c:2]1[c:3]([CH3:16])[c:4]([C:5](=[O:6])[OH:7])[c:8]([OH:15])[c:9]([C:11]([CH3:12])([CH3:13])[CH3:14])[cH:10]1.[OH:17][c:18]1[cH:19][cH:20][cH:21][cH:22][cH:23]1>>[Cl:1][c:2]1[c:3]([CH3:16])[c:4]([C:5]([O:6][c:18]2[cH:19][cH:20][cH:21][cH:22][cH:23]2)=[O:7])[c:8]([OH:15])[c:9]([C:11]([CH3:12])([CH3:13])[CH3:14])[cH:10]1. Reactants: CC(C)C[Al](CC(C)C)c1ccccc1 (effective_coupling_partner), CCN(CC)C(=O)Oc1csc(cccc2)c12 (substrate). Reagents/catalysts: PCy3. Conditions: temperature 90 celsius, time 24 hour. The product is c1ccccc1c1csc(cccc2)c12. Starting materials: CC1C(CCC(C1)CCC)C1=CC=C(C(=O)O)C=C1 (p-(2-methyl-4-n-propylcyclohexyl)-benzoic acid), O=S(Cl)Cl (SOCl2). Run at time 2 hour. The product is CC1C(CCC(C1)CCC)C1=CC=C(C(=O)OC2=CC=C(C=C2)CC)C=C1 (p-ethylphenyl p-(2-methyl-4-n-propylcyclohexyl)-benzoate). As a reaction SMILES: [CH3:1][CH:2]1[CH2:7][CH:6]([CH2:8][CH2:9][CH3:10])[CH2:5][CH2:4][CH:3]1[C:11]1[CH:19]=[CH:18][C:14]([C:15]([OH:17])=[O:16])=[CH:13][CH:12]=1.O=S(Cl)Cl>>[CH3:1][CH:2]1[CH2:7][CH:6]([CH2:8][CH2:9][CH3:10])[CH2:5][CH2:4][CH:3]1[C:11]1[CH:19]=[CH:18][C:14]([C:15]([O:17][C:6]2[CH:5]=[CH:4][C:3]([CH2:11][CH3:12])=[CH:2][CH:7]=2)=[O:16])=[CH:13][CH:12]=1. Procedure details: 20 g of p-(2-methyl-4-n-propylcyclohexyl)-benzoic acid (Examaple 5) is boiled for 1 hour with 24 g of SOCl2, the mixture is evaporated to dryness, the resulting crude acid chloride is dissolved in 150 ml of toluene, to which are added 8 ml of pyridine and 13.2 g of ethylphenol, and the mixture is boiled for 2 hours. Cooling down and customary working up give p-ethylphenyl p-(2-methyl-4-n-propylcyclohexyl)-benzoate. Reactants: C(C)(C)(C)OC(=O)N1CCN(CC1)P(=O)(CC)CC (N-tert-butyloxycarbonyl-N'-diethylphosphoryl-piperazine), FC(C(=O)O)(F)F (trifluoroacetic acid). Run in C(Cl)Cl (methylene chloride). Conditions: time 30 minute. Yields the product FC(C(=O)O)(F)F.C(C)P(=O)(CC)N1CCNCC1 (N-diethylphosphorylpiperazine trifluoroacetic acid salt). Reaction SMILES: C(OC([N:8]1[CH2:13][CH2:12][N:11]([P:14]([CH2:18][CH3:19])([CH2:16][CH3:17])=[O:15])[CH2:10][CH2:9]1)=O)(C)(C)C.[F:20][C:21]([F:26])([F:25])[C:22]([OH:24])=[O:23]>C(Cl)Cl>[F:20][C:21]([F:26])([F:25])[C:22]([OH:24])=[O:23].[CH2:16]([P:14]([N:11]1[CH2:12][CH2:13][NH:8][CH2:9][CH2:10]1)([CH2:18][CH3:19])=[O:15])[CH3:17] |f:3.4|. Procedure details: N-tert-butyloxycarbonylpiperazine (1.0 g, 5.34 mmol) was dissolved in 5 mL of THF:water (1:1) and cooled in an ice bath. Triethylamine (1.45 mL, 10.68 mmol), followed by diethylchlorophosphate (1.16 mL, 8.01 mmol) in 5 mL of ether were added, and stirred at 0° C. for 1 hour and at room temperature for 2 hours. Solvents were removed and 40 mL of ethyl acetate was added to the residue. The ethyl acetate layer was washed with brine (30 mL×3) and dried over anhydrous sodium sulfate. After filtered, ...